From a dataset of the Open Reaction Database (ORD), a public repository of structured organic reaction records. describe an organic reaction: reactants, conditions, products, and yield Reactants: O (water), BrC1=CC=C(C(CBr)=O)C=C1 (p-bromophenacyl bromide), N1(CCCC1)C1=CCCCCC1 (1-pyrrolidino-1-cycloheptene). Run in CN(C=O)C (dimethylformamide), CN(C=O)C (dimethylformamide). Conditions: time 24 hour. Yields the product BrC1=CC=C(C(CC2C(CCCCC2)=O)=O)C=C1 (2-(p-bromophenacyl)cycloheptanone). Reaction SMILES: [Br:1][C:2]1[CH:11]=[CH:10][C:5]([C:6](=[O:9])[CH2:7]Br)=[CH:4][CH:3]=1.N1([C:17]2[CH2:23][CH2:22][CH2:21][CH2:20][CH2:19][CH:18]=2)CCCC1.[OH2:24]>CN(C)C=O>[Br:1][C:2]1[CH:11]=[CH:10][C:5]([C:6](=[O:9])[CH2:7][CH:18]2[CH2:19][CH2:20][CH2:21][CH2:22][CH2:23][C:17]2=[O:24])=[CH:4][CH:3]=1. Procedure: A solution of 80 g (0.28 mole) of p-bromophenacyl bromide in dry dimethylformamide is added dropwise to a cooled solution of 40.2 g (0.28 mole) of 1-pyrrolidino-1-cycloheptene in dry dimethylformamide. After stirring at ambient temperature for 24 hours, and at 100° C. for 5 hours, water is added and the mixture is stirred for an additional 4 hours. The reaction mixture is poured into 1500 ml. of water and extracted with chloroform. The chloroform solution is washed with water, dried, and evapora... Starting materials: FC=1C=C(C#N)C=C(C1[N+](=O)[O-])OC (3-fluoro-5-methoxy-4-nitrobenzonitrile), BrC1=C(C(=C(C=C1)[N+](=O)[O-])OC)F (1-Bromo-2-fluoro-3-methoxy-4-nitrobenzene), FC=1C=C(C#N)C=C(C1[N+](=O)[O-])OC (3-fluoro-5-methoxy-4-nitrobenzonitrile), BrC1=C(C(=C(C=C1)[N+](=O)[O-])OC)F (1-Bromo-2-fluoro-3-methoxy-4-nitrobenzene). Yields the product FC1=C(C#N)C=CC(=C1OC)[N+](=O)[O-] (2-fluoro-3-methoxy-4-nitrobenzonitrile). Reaction SMILES: F[C:2]1[CH:3]=[C:4]([CH:7]=[C:8]([O:13][CH3:14])[C:9]=1[N+:10]([O-:12])=[O:11])[C:5]#[N:6].BrC1C=CC([N+]([O-])=O)=C(OC)C=1[F:27]>>[F:27][C:7]1[C:8]([O:13][CH3:14])=[C:9]([N+:10]([O-:12])=[O:11])[CH:2]=[CH:3][C:4]=1[C:5]#[N:6]. Procedure details: The title compound was prepared according to the procedure for 3-fluoro-5-methoxy-4-nitrobenzonitrile (Compound 146F) using 1-Bromo-2-fluoro-3-methoxy-4-nitrobenzene (Compound 147G). 1H NMR (CDCl3, 400 MHz): δ=4.15 (d, J=2.27 Hz, 3 H), 7.45 (dd, J=8.59, 5.56 Hz, 1 H), 7.64 (dd, J=8.59, 1.77 Hz, 1 H).